This data is from the Open Reaction Database (ORD), a public repository of structured organic reaction records. The task is: describe an organic reaction: reactants, conditions, products, and yield The reactants are CCO, O=[N+]([O-])c1cc(Cl)ccc1Sc1ccccc1, [H][H]. Yields the product Nc1cc(Cl)ccc1Sc1ccccc1. Reaction SMILES: [CH3:20][CH2:21][OH:22].[Cl:1][c:2]1[cH:3][c:4]([N+:15]([O-:16])=[O:17])[c:5]([S:8][c:9]2[cH:10][cH:11][cH:12][cH:13][cH:14]2)[cH:6][cH:7]1.[H:18][H:19]>>[Cl:1][c:2]1[cH:3][c:4]([NH2:15])[c:5]([S:8][c:9]2[cH:10][cH:11][cH:12][cH:13][cH:14]2)[cH:6][cH:7]1. The reactants are N-propylacetamido, C(CC)N(C(C)=O)C1=CC=C(C=C1)C=1N=C2SCCN2C1 (6-(4-(N-propylacetamido)phenyl)-2,3-dihydro-imidazo[2,1-b]thiazole), compound, N1=CC=CC=C1 (pyridine), ClC(=O)OCC (Ethyl chloroformate), C1CCCC2CCCCC12 (decalin), [S] (sulfur), ClC(=O)OCC (ethyl chloroformate), N1=CC=CC=C1 (pyridine). Solvent: C(Cl)Cl (CH2Cl2), C(Cl)Cl (CH2Cl2), C(Cl)Cl (CH2Cl2). Reaction conditions: time 1 hour. The product is ( I ), N1=CC=C(C=C1)C1=CN=C2SCCN21 (5-(4-pyridyl)-2,3-dihydroimidazo[2,1-b]thiazole). As a reaction SMILES: C(N(C1C=CC([C:14]2[N:15]=[C:16]3[N:20]([CH:21]=2)[CH2:19][CH2:18][S:17]3)=CC=1)C(=O)C)CC.ClC(OCC)=O.C1C2C(CCCC2)CCC1.[S].[N:39]1[CH:44]=[CH:43][CH:42]=[CH:41][CH:40]=1>C(Cl)Cl>[N:39]1[CH:44]=[CH:43][C:42]([C:21]2[N:20]3[C:16]([S:17][CH2:18][CH2:19]3)=[N:15][CH:14]=2)=[CH:41][CH:40]=1 |^3:37|. Procedure: The N-propylacetamido Formula (III) compound (0.60 g, 0.002 mole), prepared as described above in part a, was then suspended in CH2Cl2 (10 ml) and dry pyridine (0.47 ml, 0.006 mole) was added. The suspension was heated to aid in dissolving the solid, then cooled to ice-bath temperature. Ethyl chloroformate (0.72 ml, 0.648 g, 0.006 mole) in 2 ml CH2Cl2 was added dropwise to this mixture over a one hour period. The solution was stirred at room temperature for one hour and then heated at reflux for... The reactants are CC(C)(C)OC(=O)N1CCC(CCOc2cc(Cl)nc(C#N)n2)CC1, NCC1CCC2(CCC2)CC1, CC#N, CCOC(C)=O, [K+], [K+], O=C([O-])[O-]. The product is CC(C)(C)OC(=O)N1CCC(CCOc2cc(NCC3CCC4(CCC4)CC3)nc(C#N)n2)CC1. RXN SMILES: [C:1]([CH3:2])([CH3:3])([CH3:4])[O:5][C:6](=[O:7])[N:8]1[CH2:9][CH2:10][CH:11]([CH2:14][CH2:15][O:16][c:17]2[n:18][c:19]([C:24]#[N:25])[n:20][c:21]([Cl:23])[cH:22]2)[CH2:12][CH2:13]1.[CH2:26]1[CH2:27][CH2:28][C:29]12[CH2:30][CH2:31][CH:32]([CH2:35][NH2:36])[CH2:33][CH2:34]2.[CH3:43][C:44]#[N:45].[CH3:46][CH2:47][O:48][C:49]([CH3:50])=[O:51].[K+:37].[K+:38].[O-:39][C:40]([O-:41])=[O:42]>>[C:1]([CH3:2])([CH3:3])([CH3:4])[O:5][C:6](=[O:7])[N:8]1[CH2:9][CH2:10][CH:11]([CH2:14][CH2:15][O:16][c:17]2[n:18][c:19]([C:24]#[N:25])[n:20][c:21]([NH:36][CH2:35][CH:32]3[CH2:31][CH2:30][C:29]4([CH2:26][CH2:27][CH2:28]4)[CH2:34][CH2:33]3)[cH:22]2)[CH2:12][CH2:13]1. Starting materials: NCC1N(CC(CC1)F)C(=O)C=1N=C(SC1C1=CC=CC=C1)C ((2-(aminomethyl)-5-fluoropiperidin-1-yl)(2-methyl-5-phenylthiazol-4-yl)methanone), O1C=CC=2C1=CC=CC2C(=O)O (benzofuran-4-carboxylic acid). The product is FC1CCC(N(C1)C(=O)C=1N=C(SC1C1=CC=CC=C1)C)CNC(=O)C=1C=CC=C2C1C=CO2 (N-((5-Fluoro-1-(2-methyl-5-phenylthiazole-4-carbonyl)piperidin-2-yl)methyl)benzofuran-4-carboxamide). As a reaction SMILES: [NH2:1][CH2:2][CH:3]1[CH2:8][CH2:7][CH:6]([F:9])[CH2:5][N:4]1[C:10]([C:12]1[N:13]=[C:14]([CH3:23])[S:15][C:16]=1[C:17]1[CH:22]=[CH:21][CH:20]=[CH:19][CH:18]=1)=[O:11].[O:24]1[C:28]2=[CH:29][CH:30]=[CH:31][C:32]([C:33](O)=[O:34])=[C:27]2[CH:26]=[CH:25]1>>[F:9][CH:6]1[CH2:5][N:4]([C:10]([C:12]2[N:13]=[C:14]([CH3:23])[S:15][C:16]=2[C:17]2[CH:22]=[CH:21][CH:20]=[CH:19][CH:18]=2)=[O:11])[CH:3]([CH2:2][NH:1][C:33]([C:32]2[CH:31]=[CH:30][CH:29]=[C:28]3[O:24][CH:25]=[CH:26][C:27]=23)=[O:34])[CH2:8][CH2:7]1. Procedure: N-((5-Fluoro-1-(2-methyl-5-phenylthiazole-4-carbonyl)piperidin-2-yl)methyl)benzofuran-4-carboxamide was prepared by following general procedure A using (2-(aminomethyl)-5-fluoropiperidin-1-yl)(2-methyl-5-phenylthiazol-4-yl)methanone and benzofuran-4-carboxylic acid. MS (ESI) 478 (M+H).